Task: describe an organic reaction: reactants, conditions, products, and yield. Dataset: the Open Reaction Database (ORD), a public repository of structured organic reaction records Procedure details: 7-bromo-5-methyl-benzo[1,2,4]triazin-3-ylamine (33.47 mmol, 1.0 equiv), 1-chloro-4-methoxy-2-boronic acid (50.21 mmol, 1.5 equiv), Pd(PPH3)4 (3.347 mmol, 0.1 equiv), and Na2CO3 (133.9 mmol, 4.0 equiv) were dissolved in DME/EtOH/water 6:1:1 and refluxed at 100° C. under an argon blanket for 4 h. The reaction was cooled to room temperature, diluted with 100 mL DCM and filtered. The precipitate that was recovered was suspended in water, filtered and rinsed with ether. The precipitate afforded 7-(2-... The reagents and catalysts are C1=CC=C(C=C1)P(C2=CC=CC=C2)C3=CC=CC=C3.C1=CC=C(C=C1)P(C2=CC=CC=C2)C3=CC=CC=C3.C1=CC=C(C=C1)P(C2=CC=CC=C2)C3=CC=CC=C3.C1=CC=C(C=C1)P(C2=CC=CC=C2)C3=CC=CC=C3.[Pd] (Pd(PPH3)4). RXN SMILES: Br[C:2]1[CH:12]=[C:11]([CH3:13])[C:5]2[N:6]=[C:7]([NH2:10])[N:8]=[N:9][C:4]=2[CH:3]=1.[C:14]([O-:17])([O-])=O.[Na+].[Na+].[CH2:20]([Cl:22])Cl>COCCOC.CCO.O.C1C=CC(P(C2C=CC=CC=2)C2C=CC=CC=2)=CC=1.C1C=CC(P(C2C=CC=CC=2)C2C=CC=CC=2)=CC=1.C1C=CC(P(C2C=CC=CC=2)C2C=CC=CC=2)=CC=1.C1C=CC(P(C2C=CC=CC=2)C2C=CC=CC=2)=CC=1.[Pd]>[Cl:22][C:20]1[CH:11]=[CH:12][C:2]([O:17][CH3:14])=[CH:3][C:4]=1[C:2]1[CH:12]=[C:11]([CH3:13])[C:5]2[N:6]=[C:7]([NH2:10])[N:8]=[N:9][C:4]=2[CH:3]=1 |f:1.2.3,5.6.7,8.9.10.11.12|. The reactants are BrC1=CC2=C(N=C(N=N2)N)C(=C1)C (7-bromo-5-methyl-benzo[1,2,4]triazin-3-ylamine), 1-chloro-4-methoxy-2-boronic acid, C(=O)([O-])[O-].[Na+].[Na+] (Na2CO3), C(Cl)Cl (DCM). The solvent is COCCOC.CCO.O (DME EtOH water). Product: ClC1=C(C=C(C=C1)OC)C1=CC2=C(N=C(N=N2)N)C(=C1)C (7-(2-chloro-5-methoxy-phenyl)-5-methyl-benzo[1,2,4]triazin-3-ylamine). Conditions: temperature 100 celsius. Reactants: CN(C(SSC(N(C)C)=S)=S)C (tetramethylthiuram disulphide), S(O)(O)(=O)=O (sulphuric acid). The solvent is O (water). Run at temperature 55 celsius. Product: O.CN(C(SSC(N(C)C)=S)=S)C (tetramethylthiuram disulphide water). As a reaction SMILES: [CH3:1][N:2]([CH3:12])[C:3](=[S:11])[S:4][S:5][C:6](=[S:10])[N:7]([CH3:9])[CH3:8].S(=O)(=O)(O)[OH:14]>O>[OH2:14].[CH3:8][N:7]([CH3:9])[C:6](=[S:10])[S:5][S:4][C:3](=[S:11])[N:2]([CH3:1])[CH3:12] |f:3.4|. Reported procedure: A tetramethylthiuram disulphide water slurry was prepared by mixing 160 parts of water with 24 parts of tetramethylthiuram disulphide powder in a flask. The slurry was made acidic to litmus paper by the addition of a fewdrops of concentrated sulphuric acid. The slurry was then heated to about 55° C. at atmospheric pressure and continuously stirred to maintaina good suspension. The reactants are ClC1=CC(=C(C(=O)O)C=C1)C (4-Chloro-2-methylbenzoic acid), OS(=O)(=O)O (H2SO4), CO (MeOH). The product is ClC1=CC(=C(C(=O)OC)C=C1)C (methyl 4-chloro-2-methylbenzoate). Yield: 92.0%. As a reaction SMILES: [Cl:1][C:2]1[CH:10]=[CH:9][C:5]([C:6]([OH:8])=[O:7])=[C:4]([CH3:11])[CH:3]=1.OS(O)(=O)=O.[CH3:17]O>>[Cl:1][C:2]1[CH:10]=[CH:9][C:5]([C:6]([O:8][CH3:17])=[O:7])=[C:4]([CH3:11])[CH:3]=1. Reported procedure: 4-Chloro-2-methylbenzoic acid (3 g, 17.6 mmol) was suspended in 12 ml of MeOH with 1 ml of concentrated H2SO4. The mixture was refluxed overnight, MeOH was evaporated and the residue was extracted with EtOAc, dried over MgSO4 filtered and evaporated to give methyl 4-chloro-2-methylbenzoate as a colorless viscous liquid (2.96 g, 92%) that was used in the next step without further purification. The ester (2.96 g, 16 mmol) was, under inert atmosphere, dissolved in THF (100 mL) and NMP (9 mL) and Ir...